This data is from the Open Reaction Database (ORD), a public repository of structured organic reaction records. The task is: describe an organic reaction: reactants, conditions, products, and yield Reactants: ClC=1SC=CC1[N+](=O)[O-] (2-chloro-3-nitrothiophene), C(CCC)[Sn](C=1N=CSC1)(CCCC)CCCC (4-(tributylstannyl)thiazole). The product is S1C=NC(=C1)C=1SC=CC1N (2-(Thiazol-4-yl)thiophen-3-amine). Reaction SMILES: Cl[C:2]1[S:3][CH:4]=[CH:5][C:6]=1[N+:7]([O-])=O.C([Sn](CCCC)(CCCC)[C:15]1[N:16]=[CH:17][S:18][CH:19]=1)CCC>>[S:18]1[CH:19]=[C:15]([C:2]2[S:3][CH:4]=[CH:5][C:6]=2[NH2:7])[N:16]=[CH:17]1. Procedure details: This amine was prepared from 2-chloro-3-nitrothiophene using Protocols E and F except that 4-(tributylstannyl)thiazole was used. Method[1], MS(ESI) 183.0 [M+H], Retention time=0.518 min. As a reaction SMILES: [CH:1]1([NH:4][C:5]([C:7]2[C:8]3[CH:9]=[C:10]([C:20]4[C:25]([Cl:26])=[CH:24][N:23]=[C:22](Cl)[N:21]=4)[N:11]([CH2:16][O:17][CH2:18][CH3:19])[C:12]=3[CH:13]=[CH:14][CH:15]=2)=[O:6])[CH2:3][CH2:2]1.Cl.[NH2:29][C@@H:30]1[CH2:34][CH2:33][CH2:32][C@@H:31]1[OH:35].CCN(C(C)C)C(C)C.O>CS(C)=O>[Cl:26][C:25]1[C:20]([C:10]2[N:11]([CH2:16][O:17][CH2:18][CH3:19])[C:12]3[CH:13]=[CH:14][CH:15]=[C:7]([C:5]([NH:4][CH:1]4[CH2:3][CH2:2]4)=[O:6])[C:8]=3[CH:9]=2)=[N:21][C:22]([NH:29][C@@H:30]2[CH2:34][CH2:33][CH2:32][C@@H:31]2[OH:35])=[N:23][CH:24]=1 |f:1.2|. Reported procedure: A mixture of N-cyclopropyl-2-(2,5-dichloropyrimidin-4-yl)-1-(ethoxymethyl)-1H-indole-4-carboxamide (10 g, 25 mmol), (1S,2R)-2-aminocyclopentanol hydrochloride (4.1 g, 30 mmol) and DIPEA (5 mL, 30 mmol) in DMSO (70 mL) is stirred at 100° C. for 3 h, then poured into water and extracted with EA. The combined extracts are washed with aqueous saturated sodium chloride, dried over Na2SO4 and concentrated in vacuo. The residue is purified by chromatography on silica gel to give 2-{5-chloro-2-[(1R,2S)-... Solvent: CS(=O)C (DMSO). Conditions: temperature 100 celsius, time 3 hour. Starting materials: O (water), C1(CC1)NC(=O)C=1C=2C=C(N(C2C=CC1)COCC)C1=NC(=NC=C1Cl)Cl (N-cyclopropyl-2-(2,5-dichloropyrimidin-4-yl)-1-(ethoxymethyl)-1H-indole-4-carboxamide), Cl.N[C@H]1[C@H](CCC1)O ((1S,2R)-2-aminocyclopentanol hydrochloride), CCN(C(C)C)C(C)C (DIPEA). Product: ClC=1C(=NC(=NC1)N[C@H]1[C@H](CCC1)O)C=1N(C=2C=CC=C(C2C1)C(=O)NC1CC1)COCC (2-{5-chloro-2-[(1R,2S)-2-hydroxycyclopentylamino]pyrimidin-4-yl}-N-cyclopropyl-1-(ethoxymethyl)-1H-indole-4-carboxamide). Isolated yield 59.6%. The reactants are [OH-].[Na+] (NaOH), Cl (HCl), C(C)(=O)N1C(CC(C2=CC(=CC=C12)NC(C1=CC=C(C=C1)C1=CC=CC=C1)=O)(C)C1=CC=C(C=C1)OC)(C)C (1-acetyl-4-(4-methoxyphenyl)-6-(4-phenylbenzoyl)amino-1,2,3,4-tetrahydro-2,2,4-trimethylquinoline), B(Br)(Br)Br (BBr3). Solvent: C(C)(=O)OCC (ethyl acetate), C(Cl)Cl (CH2Cl2). Run at time 3 hour. The product is C(C)(=O)N1C(CC(C2=CC(=CC=C12)NC(C1=CC=C(C=C1)C1=CC=CC=C1)=O)(C)C1=CC=C(C=C1)O)(C)C (1-Acetyl-4-(4-hydroxyphenyl)-6-(4-phenylbenzoyl)amino-1,2,3,4-tetrahydro-2,2,4-trimethylquinoline). RXN SMILES: [C:1]([N:4]1[C:13]2[C:8](=[CH:9][C:10]([NH:14][C:15](=[O:28])[C:16]3[CH:21]=[CH:20][C:19]([C:22]4[CH:27]=[CH:26][CH:25]=[CH:24][CH:23]=4)=[CH:18][CH:17]=3)=[CH:11][CH:12]=2)[C:7]([C:30]2[CH:35]=[CH:34][C:33]([O:36]C)=[CH:32][CH:31]=2)([CH3:29])[CH2:6][C:5]1([CH3:39])[CH3:38])(=[O:3])[CH3:2].B(Br)(Br)Br.[OH-].[Na+].Cl>C(Cl)Cl.C(OCC)(=O)C>[C:1]([N:4]1[C:13]2[C:8](=[CH:9][C:10]([NH:14][C:15](=[O:28])[C:16]3[CH:21]=[CH:20][C:19]([C:22]4[CH:27]=[CH:26][CH:25]=[CH:24][CH:23]=4)=[CH:18][CH:17]=3)=[CH:11][CH:12]=2)[C:7]([C:30]2[CH:31]=[CH:32][C:33]([OH:36])=[CH:34][CH:35]=2)([CH3:29])[CH2:6][C:5]1([CH3:39])[CH3:38])(=[O:3])[CH3:2] |f:2.3|. Procedure: To a cooled (0° C.) solution of 1-acetyl-4-(4-methoxyphenyl)-6-(4-phenylbenzoyl)amino-1,2,3,4-tetrahydro-2,2,4-trimethylquinoline (0.46 g) in CH2Cl2 was added BBr3 under a nitrogen atmosphere. Complete conversion was reached after stirring for 3 h at room temperature. The mixture was cooled, 1 M NaOH was added until basic pH, subsequently ethyl acetate was added and the mixture was acidified with 1 M HCl. The organic layer was separated, dried (MgSO4) and concentrated. The residue was chromatogr... Starting materials: C1(CCCCC1)SC(CCCCC(=O)N1CC2=CC(=C(C=C2CC1)OC)OC)C1=CC(=C(C=C1)OC)OC (2-[6-(cyclohexylthio)-6-(3,4-dimethoxyphenyl)-1-oxohexyl]-1,2,3,4-tetrahydro-6,7-dimethoxyisoquinoline). Run in O1CCCC1 (tetrahydrofuran). Product: C1(CCCCC1)SC(CCCCCN1CC2=CC(=C(C=C2CC1)OC)OC)C1=CC(=C(C=C1)OC)OC (2-[6-(Cyclohexylthio)-6-(3,4-dimethoxyphenyl)hexyl]-1,2,3,4-tetrahydro-6,7-dimethoxyisoquinoline). RXN SMILES: [CH:1]1([S:7][CH:8]([C:29]2[CH:34]=[CH:33][C:32]([O:35][CH3:36])=[C:31]([O:37][CH3:38])[CH:30]=2)[CH2:9][CH2:10][CH2:11][CH2:12][C:13]([N:15]2[CH2:24][CH2:23][C:22]3[C:17](=[CH:18][C:19]([O:27][CH3:28])=[C:20]([O:25][CH3:26])[CH:21]=3)[CH2:16]2)=O)[CH2:6][CH2:5][CH2:4][CH2:3][CH2:2]1>O1CCCC1>[CH:1]1([S:7][CH:8]([C:29]2[CH:34]=[CH:33][C:32]([O:35][CH3:36])=[C:31]([O:37][CH3:38])[CH:30]=2)[CH2:9][CH2:10][CH2:11][CH2:12][CH2:13][N:15]2[CH2:24][CH2:23][C:22]3[C:17](=[CH:18][C:19]([O:27][CH3:28])=[C:20]([O:25][CH3:26])[CH:21]=3)[CH2:16]2)[CH2:6][CH2:5][CH2:4][CH2:3][CH2:2]1. Reported procedure: A mixture of 0.959 g of 2-[6-(cyclohexylthio)-6-(3,4-dimethoxyphenyl)-1-oxohexyl]-1,2,3,4-tetrahydro-6,7-dimethoxyisoquinoline and 0.35 mL of borane-methylsulfide complex (10M) in 10 mL of tetrahydrofuran is heated under reflux for 2 hour, cooled and quenched with methyl alcohol. The volatiles are removed in vacuo. The residue is taken up in 10 mL of ethyl alcohol, 8 mL of 1N sodium hydroxide is added and the resulting mixture is heated under reflux for 2 hours. The solution is cooled, diluted w... Reactants: [Br-], [Br-], [Br-], CC(=O)c1ccc(OC(=O)OCc2ccccc2)c2[nH]c(=O)sc12, C1CCOC1, O, C[N+](C)(C)c1ccccc1, C[N+](C)(C)c1ccccc1, C[N+](C)(C)c1ccccc1. Yields the product O=C(OCc1ccccc1)Oc1ccc(C(=O)CBr)c2sc(=O)[nH]c12. RXN SMILES: [Br-:25].[Br-:26].[Br-:27].[C:1]([O:2][c:3]1[cH:4][cH:5][c:6]([C:13]([CH3:14])=[O:15])[c:7]2[c:8]1[nH:9][c:10](=[O:12])[s:11]2)([O:16][CH2:17][c:18]1[cH:19][cH:20][cH:21][cH:22][cH:23]1)=[O:24].[CH2:58]1[O:59][CH2:60][CH2:61][CH2:62]1.[OH2:63].[c:28]1([N+:29]([CH3:30])([CH3:31])[CH3:32])[cH:33][cH:34][cH:35][cH:36][cH:37]1.[c:38]1([N+:39]([CH3:40])([CH3:41])[CH3:42])[cH:43][cH:44][cH:45][cH:46][cH:47]1.[c:48]1([N+:49]([CH3:50])([CH3:51])[CH3:52])[cH:53][cH:54][cH:55][cH:56][cH:57]1>>[C:1]([O:2][c:3]1[cH:4][cH:5][c:6]([C:13]([CH2:14][Br:25])=[O:15])[c:7]2[c:8]1[nH:9][c:10](=[O:12])[s:11]2)([O:16][CH2:17][c:18]1[cH:19][cH:20][cH:21][cH:22][cH:23]1)=[O:24]. Starting materials: OC1CCC=2C(=CC=CC12)C(=O)OC (methyl 1-hydroxyindan-4-carboxylate), C1(=CC=C(C=C1)S(=O)(=O)Cl)C (p-toluenesulfonyl chloride), N1=CC=CC=C1 (pyridine). Run at time 6 hour. Yields the product C(#N)C1CCC=2C(=CC=CC12)C(=O)OC (methyl 1-cyanoindan-4-carboxylate). RXN SMILES: O[CH:2]1[C:10]2[CH:9]=[CH:8][CH:7]=[C:6]([C:11]([O:13][CH3:14])=[O:12])[C:5]=2[CH2:4][CH2:3]1.C1(C)C=CC(S(Cl)(=O)=O)=CC=1.[N:26]1C=CC=C[CH:27]=1>>[C:27]([CH:2]1[C:10]2[CH:9]=[CH:8][CH:7]=[C:6]([C:11]([O:13][CH3:14])=[O:12])[C:5]=2[CH2:4][CH2:3]1)#[N:26]. Procedure: To 40 ml. of pyridine is added 19.2 g. of methyl 1-hydroxyindan-4-carboxylate and, while the mixture is stirred at a temperature of not more than 10° C, 21 g. of p-toluenesulfonyl chloride is added in small installments. After the addition has been completed, the reaction mixture is allowed to stand at a temperature not exceeding 10° C for 6 hours. Then, following the addition of ice, the reaction mixture is extracted with ether. The extract is washed with water and dried. The solvent is then di... Reactants: BrCC1=CC(=C(C(=O)OC)C=C1)OC (methyl 4-bromomethyl-2-methoxybenzoate), [OH-].[K+] (potassium hydroxide). The solvent is O (water). Run at time 2 hour. Yields the product OCC1=CC(=C(C(=O)O)C=C1)OC (4-Hydroxymethyl-2-methoxybenzoic acid). Isolated yield 92.7%. RXN SMILES: Br[CH2:2][C:3]1[CH:12]=[CH:11][C:6]([C:7]([O:9]C)=[O:8])=[C:5]([O:13][CH3:14])[CH:4]=1.[OH-:15].[K+]>O>[OH:15][CH2:2][C:3]1[CH:12]=[CH:11][C:6]([C:7]([OH:9])=[O:8])=[C:5]([O:13][CH3:14])[CH:4]=1 |f:1.2|. Procedure details: A mixture of methyl 4-bromomethyl-2-methoxybenzoate (25.0 g, 96.5 mmol), potassium hydroxide (10.83 g, 193 mmol) and water (400 mL) was refluxed with stirring for 2 hr. The reaction mixture was cooled, further basified to pH 14, and extracted three times with ethyl ether. The reaction solution was then acidified to pH 1 and extracted several times with ethyl acetate. The ethyl acetate layers were combined, dried (Na2SO4) and evaporated to yield 16.3 g (93%) of the title compound as an off white ... Starting materials: C[C@@H]1CNS(C1)(=O)=O ((R)-4-methylisothiazolidine 1,1-dioxide), CC1=C(C=CC(=C1)C)N1CCN(CC1)C(=O)C1=CC=C(C=C1)I ([4-(2,4-dimethylphenyl)piperazin-1-yl](4-iodophenyl)methanone). Yields the product CC1=C(C=CC(=C1)C)N1CCN(CC1)C(=O)C1=CC=C(C=C1)N1S(C[C@@H](C1)C)(=O)=O ((R)-[4-(2,4-dimethylphenyl)piperazin-1-yl][4-(4-methyl-1,1-dioxo-1λ6-isothiazolidin-2-yl)phenyl]methanone). Yield: 9.1%. As a reaction SMILES: [CH3:1][C@H:2]1[CH2:6][S:5](=[O:8])(=[O:7])[NH:4][CH2:3]1.[CH3:9][C:10]1[CH:15]=[C:14]([CH3:16])[CH:13]=[CH:12][C:11]=1[N:17]1[CH2:22][CH2:21][N:20]([C:23]([C:25]2[CH:30]=[CH:29][C:28](I)=[CH:27][CH:26]=2)=[O:24])[CH2:19][CH2:18]1>>[CH3:9][C:10]1[CH:15]=[C:14]([CH3:16])[CH:13]=[CH:12][C:11]=1[N:17]1[CH2:18][CH2:19][N:20]([C:23]([C:25]2[CH:30]=[CH:29][C:28]([N:4]3[CH2:3][C@@H:2]([CH3:1])[CH2:6][S:5]3(=[O:8])=[O:7])=[CH:27][CH:26]=2)=[O:24])[CH2:21][CH2:22]1. Reported procedure: Using (R)-4-methylisothiazolidine 1,1-dioxide (203 mg) described in Preparation Example 7 and [4-(2,4-dimethylphenyl)piperazin-1-yl](4-iodophenyl)methanone (420 mg) described in Preparation Example 108 and by the reaction and treatment in the same manner as in Example 1, the title compound (39 mg) was obtained.